From a dataset of the Open Reaction Database (ORD), a public repository of structured organic reaction records. describe an organic reaction: reactants, conditions, products, and yield The reactants are NC1=NC=C(C(=C1[N+](=O)[O-])C)[N+](=O)[O-] (2-amino-4-methyl-3,5-dinitropyridine), C(CCC)(=O)O (butyric acid). Yields the product CC1=C2C(=NC=C1NC(CCC)=O)NC(=N2)CCC (7-methyl-2-propyl-6-[(1-oxobutyl)amino]3H-imidazo[4,5-b]pyridine). RXN SMILES: [NH2:1][C:2]1[C:7]([N+:8]([O-])=O)=[C:6]([CH3:11])[C:5]([N+:12]([O-])=O)=[CH:4][N:3]=1.[C:15]([OH:20])(=O)[CH2:16][CH2:17][CH3:18]>>[CH3:11][C:6]1[C:5]([NH:12][C:15](=[O:20])[CH2:16][CH2:17][CH3:18])=[CH:4][N:3]=[C:2]2[NH:1][C:4]([CH2:5][CH2:6][CH3:7])=[N:8][C:7]=12. Procedure details: The title compound was prepared from 2-amino-4-methyl-3,5-dinitropyridine according to method described in Example 1, Step 2 using butyric acid in the place of valeric acid. The reactants are BrC=1C=C(C(=CC1)O)C (4-bromo-cresol), [Cu](C#N)C#N (copper cyanide), O (Water), FeCl3.6H2O, O (water), Cl (hydrochloric acid). Solvent: CN1CCCC1=O (NMP), C(C)(=O)OCC (ethyl acetate). Conditions: temperature 80 celsius, time 30 minute. Product: C(#N)C=1C=C(C(=CC1)O)C (4-cyanocresol). Yield: 133.6%. As a reaction SMILES: Br[C:2]1[CH:3]=[C:4]([CH3:9])[C:5]([OH:8])=[CH:6][CH:7]=1.[Cu](C#N)[C:11]#[N:12].O.Cl>CN1C(=O)CCC1.C(OCC)(=O)C>[C:11]([C:2]1[CH:3]=[C:4]([CH3:9])[C:5]([OH:8])=[CH:6][CH:7]=1)#[N:12]. Reported procedure: A mixed solution of 10.89 g (58 mmol) of 4-bromo-cresol and 10.39 g (116 mmol) of copper cyanide in 50 ml of NMP was stirred at 190° C. for 2 hours, followed by the addition of 43 g of FeCl3.6H2O, 65 ml of water and 11 ml of concentrated hydrochloric acid. The resulting mixture was stirred at 80° C. for 30 minutes and was then allowed to cool down. Water and ethyl acetate were added to the reaction mixture, followed by separation into a water layer and an organic layer. The organic layer was dri...